From a dataset of the Open Reaction Database (ORD), a public repository of structured organic reaction records. describe an organic reaction: reactants, conditions, products, and yield Starting materials: [H-].[Na+] (sodium hydride), COC1=CC=C(CN(C2=NC=C(C=N2)C=2C3=C(N=C(N2)N2CCOCC2)NCC3)CC3=CC=C(C=C3)OC)C=C1 (Bis-(4-methoxy-benzyl)-[5-(2-morpholin-4-yl-6,7-dihydro-5H-pyrrolo[2,3-d]pyrimidin-4-yl)-pyrimidin-2-yl]-amine), C(C)I (ethyl iodide). The solvent is O (water), CN(C=O)C (dimethylformamide). Run at time 30 minute. Product: C(C)N1CCC2=C1N=C(N=C2C=2C=NC(=NC2)N(CC2=CC=C(C=C2)OC)CC2=CC=C(C=C2)OC)N2CCOCC2 ([5-(7-ethyl-2-morpholin-4-yl-6,7-dihydro-5H-pyrrolo[2,3-d]pyrimidin-4-yl)-pyrimidin-2-yl]-bis-(4-methoxy-benzyl)-amine). The yield is 86.0%. Reaction SMILES: [CH3:1][O:2][C:3]1[CH:40]=[CH:39][C:6]([CH2:7][N:8]([CH2:30][C:31]2[CH:36]=[CH:35][C:34]([O:37][CH3:38])=[CH:33][CH:32]=2)[C:9]2[N:14]=[CH:13][C:12]([C:15]3[C:16]4[CH2:29][CH2:28][NH:27][C:17]=4[N:18]=[C:19]([N:21]4[CH2:26][CH2:25][O:24][CH2:23][CH2:22]4)[N:20]=3)=[CH:11][N:10]=2)=[CH:5][CH:4]=1.[H-].[Na+].[CH2:43](I)[CH3:44]>CN(C)C=O.O>[CH2:43]([N:27]1[C:17]2[N:18]=[C:19]([N:21]3[CH2:26][CH2:25][O:24][CH2:23][CH2:22]3)[N:20]=[C:15]([C:12]3[CH:11]=[N:10][C:9]([N:8]([CH2:7][C:6]4[CH:5]=[CH:4][C:3]([O:2][CH3:1])=[CH:40][CH:39]=4)[CH2:30][C:31]4[CH:32]=[CH:33][C:34]([O:37][CH3:38])=[CH:35][CH:36]=4)=[N:14][CH:13]=3)[C:16]=2[CH2:29][CH2:28]1)[CH3:44] |f:1.2|. Procedure: Bis-(4-methoxy-benzyl)-[5-(2-morpholin-4-yl-6,7-dihydro-5H-pyrrolo[2,3-d]pyrimidin-4-yl)-pyrimidin-2-yl]-amine (54 mg) was dissolved in dimethylformamide (5 ml), and sodium hydride (60% mineral oil dispersion, 5 mg) was added under ice cooling, followed by stirring at room temperature for 30 minutes. After dropwise addition of ethyl iodide (9 μl), the reaction mixture was further stirred for 10 hours, and subsequently diluted with water (20 ml), followed by extraction with ethyl acetate (10 ml×2...